From a dataset of the Open Reaction Database (ORD), a public repository of structured organic reaction records. describe an organic reaction: reactants, conditions, products, and yield Reactants: C(C)(=O)O[C@H]1C=C[C@H](CC1)N1C=C(C2=CC=CC=C12)C1=C(N(C(N1C1=CN(C2=CC=CC=C12)C)=O)CC1=C(C=C(C=C1)OC)OC)C#N (5-{1-[(1S,4R)-4-Acetoxy-2-cyclohexenyl]-3-indolyl}-4-cyano-3-(2,4-dimethoxybenzyl)-1-(1-methyl-3-indolyl)-2,3-dihydroimidazol-2-one), C1(C=2C(C(N1)=O)=CC=CC2)=O.[K] (potassium phthalimide), C1(=CC=CC=C1)P(C1=CC=CC=C1)C1=CC=CC=C1 (triphenylphosphine), [Cl-].[Li+] (lithium chloride). The reagents and catalysts are C=1C=CC(=CC1)/C=C/C(=O)/C=C/C2=CC=CC=C2.C=1C=CC(=CC1)/C=C/C(=O)/C=C/C2=CC=CC=C2.C=1C=CC(=CC1)/C=C/C(=O)/C=C/C2=CC=CC=C2.[Pd].[Pd] (Pd2(dba)3). Run in CN(C)C=O (DMF). Conditions: temperature 70 celsius, time 90 minute. Product: C(#N)C=1N(C(N(C1C1=CN(C2=CC=CC=C12)[C@@H]1C=C[C@@H](CC1)N1CC2=CC=CC=C2C1)C1=CN(C2=CC=CC=C12)C)=O)CC1=C(C=C(C=C1)OC)OC (4-Cyano-5-{1-[(1S,4R)-4-(1,3-dihydroisoindol-2-yl)-2-cyclohexenyl]-3-indolyl}-3-(2,4-dimethoxybenzyl)-1-(1-methyl-3-indolyl)-2,3-dihydroimidazol-2-one). Yield: 57.1%. Reaction SMILES: C(O[C@@H:5]1[CH2:10][CH2:9][C@H:8]([N:11]2[C:19]3[C:14](=[CH:15][CH:16]=[CH:17][CH:18]=3)[C:13]([C:20]3[N:24]([C:25]4[C:33]5[C:28](=[CH:29][CH:30]=[CH:31][CH:32]=5)[N:27]([CH3:34])[CH:26]=4)[C:23](=[O:35])[N:22]([CH2:36][C:37]4[CH:42]=[CH:41][C:40]([O:43][CH3:44])=[CH:39][C:38]=4[O:45][CH3:46])[C:21]=3[C:47]#[N:48])=[CH:12]2)[CH:7]=[CH:6]1)(=O)C.[C:49]1(=O)[NH:53][C:52](=O)[C:51]2=[CH:55][CH:56]=[CH:57][CH:58]=[C:50]12.[K].C1(P(C2C=CC=CC=2)C2C=CC=CC=2)C=CC=CC=1.[Cl-].[Li+]>C1C=CC(/C=C/C(/C=C/C2C=CC=CC=2)=O)=CC=1.C1C=CC(/C=C/C(/C=C/C2C=CC=CC=2)=O)=CC=1.C1C=CC(/C=C/C(/C=C/C2C=CC=CC=2)=O)=CC=1.[Pd].[Pd].CN(C=O)C>[C:47]([C:21]1[N:22]([CH2:36][C:37]2[CH:42]=[CH:41][C:40]([O:43][CH3:44])=[CH:39][C:38]=2[O:45][CH3:46])[C:23](=[O:35])[N:24]([C:25]2[C:33]3[C:28](=[CH:29][CH:30]=[CH:31][CH:32]=3)[N:27]([CH3:34])[CH:26]=2)[C:20]=1[C:13]1[C:14]2[C:19](=[CH:18][CH:17]=[CH:16][CH:15]=2)[N:11]([C@H:8]2[CH2:9][CH2:10][C@@H:5]([N:53]3[CH2:49][C:50]4[C:51](=[CH:55][CH:56]=[CH:57][CH:58]=4)[CH2:52]3)[CH:6]=[CH:7]2)[CH:12]=1)#[N:48] |f:1.2,4.5,6.7.8.9.10,^1:59|. Procedure: In a flask was added 0.064 g (0.10 mmole) of the product obtained in step b), 0.046 g (0.25 mmole) of potassium phthalimide, 0.0096 g (0.01 mmole) of Pd2(dba)3, 0.013 g (0.05 mmole) of triphenylphosphine, 1 mg of lithium chloride and finally 7 ml of dry DMF. The flask was sealed and stirred under nitrogen at 70° C. under nitrogen for 90 minutes. The mixture was partitioned between EtOAc and water, and the organic phase was collected and concentrated. The residue was purified on silica (Heptane:E... Starting materials: C(C1=CC=CC=C1)N1CC(C(CC1)=O)C1=CC=C(C=C1)F (1-benzyl-3-(4-fluoro-phenyl)-piperidin-4-one), N1CCCC1 (pyrrolidine), FC(C=1C=C(C(=O)Cl)C=C(C1)C(F)(F)F)(F)F (3,5-bistrifluoromethyl-benzoyl chloride). The product is FC(C=1C=C(C=C(C1)C(F)(F)F)C(=O)N1C[C@H]([C@H](CC1)N1CCCC1)C1=CC=C(C=C1)F)(F)F (Rac-cis-(3,5-Bis-trifluoromethyl-phenyl)-[3-(4-fluoro-phenyl)-4-pyrrolidin-1-yl-piperidin-1-yl]-methanone). Reaction SMILES: C([N:8]1[CH2:13][CH2:12][C:11](=O)[CH:10]([C:15]2[CH:20]=[CH:19][C:18]([F:21])=[CH:17][CH:16]=2)[CH2:9]1)C1C=CC=CC=1.[NH:22]1[CH2:26][CH2:25][CH2:24][CH2:23]1.[F:27][C:28]([F:43])([F:42])[C:29]1[CH:30]=[C:31]([CH:35]=[C:36]([C:38]([F:41])([F:40])[F:39])[CH:37]=1)[C:32](Cl)=[O:33]>>[F:27][C:28]([F:43])([F:42])[C:29]1[CH:30]=[C:31]([C:32]([N:8]2[CH2:13][CH2:12][C@H:11]([N:22]3[CH2:26][CH2:25][CH2:24][CH2:23]3)[C@H:10]([C:15]3[CH:16]=[CH:17][C:18]([F:21])=[CH:19][CH:20]=3)[CH2:9]2)=[O:33])[CH:35]=[C:36]([C:38]([F:41])([F:40])[F:39])[CH:37]=1. Procedure details: The title compound, MS: m/e=489.3 (M+H+), was prepared in accordance with the general method of example 26 from 1-benzyl-3-(4-fluoro-phenyl)-piperidin-4-one, pyrrolidine and 3,5-bistrifluoromethyl-benzoyl chloride. Reactants: BrCC=1C=C(C(=O)OC)C=C(C1)C1=CC=CC=C1 (methyl 3-bromomethyl-5-phenylbenzoate), C1(=CC=CC=C1)P(C1=CC=CC=C1)C1=CC=CC=C1 (triphenyl phosphine). Solvent: C1(=CC=CC=C1)C (toluene). Product: [Br-].COC(=O)C=1C=C(C[P+](C2=CC=CC=C2)(C2=CC=CC=C2)C2=CC=CC=C2)C=C(C1)C1=CC=CC=C1 (3-methoxycarbonyl-5-phenylbenzyl triphenylphosphonium bromide). Isolated yield 76.0%. Reaction SMILES: [Br:1][CH2:2][C:3]1[CH:4]=[C:5]([CH:10]=[C:11]([C:13]2[CH:18]=[CH:17][CH:16]=[CH:15][CH:14]=2)[CH:12]=1)[C:6]([O:8][CH3:9])=[O:7].[C:19]1([P:25]([C:32]2[CH:37]=[CH:36][CH:35]=[CH:34][CH:33]=2)[C:26]2[CH:31]=[CH:30][CH:29]=[CH:28][CH:27]=2)[CH:24]=[CH:23][CH:22]=[CH:21][CH:20]=1>C1(C)C=CC=CC=1>[Br-:1].[CH3:9][O:8][C:6]([C:5]1[CH:4]=[C:3]([CH:12]=[C:11]([C:13]2[CH:18]=[CH:17][CH:16]=[CH:15][CH:14]=2)[CH:10]=1)[CH2:2][P+:25]([C:26]1[CH:27]=[CH:28][CH:29]=[CH:30][CH:31]=1)([C:32]1[CH:37]=[CH:36][CH:35]=[CH:34][CH:33]=1)[C:19]1[CH:20]=[CH:21][CH:22]=[CH:23][CH:24]=1)=[O:7] |f:3.4|. Procedure details: A solution of methyl 3-bromomethyl-5-phenylbenzoate (3.78 g; 1.23 mmol) and triphenyl phosphine (3.26 g; 1.23 mmol) in toluene (40 ml) was heated at reflux under argon atmosphere for 9 hours. The resulting solid was filtered, washed with ether and pentane to give 3-methoxycarbonyl-5-phenylbenzyl triphenylphosphonium bromide. Yield=76%.